From a dataset of the Open Reaction Database (ORD), a public repository of structured organic reaction records. describe an organic reaction: reactants, conditions, products, and yield Starting materials: OCc1ccc(CCl)cc1, [N-]=[N+]=[N-], [Na+], CN(C)C=O. Yields the product [N-]=[N+]=NCc1ccc(CO)cc1. As a reaction SMILES: [Cl:1][CH2:2][c:3]1[cH:4][cH:5][c:6]([CH2:7][OH:8])[cH:9][cH:10]1.[N-:11]=[N+:12]=[N-:13].[Na+:14].[O:15]=[CH:16][N:17]([CH3:18])[CH3:19]>>[CH2:2]([c:3]1[cH:4][cH:5][c:6]([CH2:7][OH:8])[cH:9][cH:10]1)[N:11]=[N+:12]=[N-:13]. Starting materials: CC(C)(C)[SiH2]OC(C)(C)C12C=CC(C(C)(C)O[SiH2]C(C)(C)C)(CC(=O)C1)O2, CO. Yields the product CC(C)(C)[SiH2]OC(C)(C)C12CCC(C(C)(C)O[SiH2]C(C)(C)C)(CC(=O)C1)O2. RXN SMILES: [C:1]([CH3:2])([CH3:3])([CH3:4])[SiH2:5][O:6][C:7]([C:8]12[CH2:9][C:10](=[O:25])[CH2:11][C:12]([C:16]([O:17][SiH2:18][C:19]([CH3:20])([CH3:21])[CH3:22])([CH3:23])[CH3:24])([CH:13]=[CH:14]1)[O:15]2)([CH3:26])[CH3:27].[CH3:28][OH:29]>>[C:1]([CH3:2])([CH3:3])([CH3:4])[SiH2:5][O:6][C:7]([C:8]12[CH2:9][C:10](=[O:25])[CH2:11][C:12]([C:16]([O:17][SiH2:18][C:19]([CH3:20])([CH3:21])[CH3:22])([CH3:23])[CH3:24])([CH2:13][CH2:14]1)[O:15]2)([CH3:26])[CH3:27]. The reactants are BrCC1=CC=C(C(=O)C2=CC=C(CN3C=NC=4N(C(N(C(C34)=O)C)=O)C)C=C2)C=C1 (7-[4-(4-bromomethylbenzoyl)benzyl]-1,3-dimethylxanthine), C([O-])([O-])=O.[K+].[K+] (potassium carbonate), C1(=CC=CC=C1)N1CCNCC1 (1-phenylpiperazine). Run in CN(C)C=O (DMF), O (water). Product: CN1C(=O)N(C=2N=CN(C2C1=O)CC1=CC=C(C=C1)C(C1=C(C=C(C=C1)C1=CC=CC=C1)CN1CCNCC1)=O)C (1,3-Dimethyl-7-[4-(4-phenylpiperazinylmethylbenzoyl)benzyl]xanthine). Yield: 14.7%. RXN SMILES: BrCC1C=C[C:6]([C:7]([C:9]2[CH:28]=[CH:27][C:12]([CH2:13][N:14]3[C:22]4[C:21](=[O:23])[N:20]([CH3:24])[C:19](=[O:25])[N:18]([CH3:26])[C:17]=4[N:16]=[CH:15]3)=[CH:11][CH:10]=2)=[O:8])=[CH:5][CH:4]=1.C(=O)([O-])[O-].[K+].[K+].[C:37]1([N:43]2[CH2:48][CH2:47][NH:46][CH2:45][CH2:44]2)[CH:42]=[CH:41][CH:40]=[CH:39][CH:38]=1>CN(C=O)C.O>[CH3:24][N:20]1[C:21](=[O:23])[C:22]2[N:14]([CH2:13][C:12]3[CH:27]=[CH:28][C:9]([C:7](=[O:8])[C:6]4[CH:5]=[CH:4][C:40]([C:39]5[CH:38]=[CH:7][CH:6]=[CH:5][CH:4]=5)=[CH:41][C:42]=4[CH2:37][N:43]4[CH2:44][CH2:45][NH:46][CH2:47][CH2:48]4)=[CH:10][CH:11]=3)[CH:15]=[N:16][C:17]=2[N:18]([CH3:26])[C:19]1=[O:25] |f:1.2.3|. Reported procedure: A solution of 7-[4-(4-bromomethylbenzoyl)benzyl]-1,3-dimethylxanthine (232 mg), potassium carbonate (109 mg) and 1-phenylpiperazine (92 mg) in DMF (10 ml) was stirred at 60° C. for 5 hours. This reaction mixture was poured in water and extracted with ethyl acetate. The extract was washed with water, dried, and concentrated. The residue was purified by silica gel column chromatography (ethyl acetate: hexane: triethylamine =3:1:0.1) and recrystallized from chloroform-isopropyl ether to provide the... Starting materials: CCOC(C)=O, Cl, C1COCCO1, Cc1cc(OC2CN(C(=O)OC(C)(C)C)C2)ccc1NC(=O)c1[nH]cnc1C(=O)Nc1nc2ccccc2[nH]1. Yields the product Cc1cc(OC2CNC2)ccc1NC(=O)c1[nH]cnc1C(=O)Nc1nc2ccccc2[nH]1. RXN SMILES: [CH3:41][CH2:42][O:43][C:44](=[O:45])[CH3:46].[ClH:40].[O:47]1[CH2:48][CH2:49][O:50][CH2:51][CH2:52]1.[nH:1]1[c:2]([NH:10][C:11](=[O:12])[c:13]2[n:14][cH:15][nH:16][c:17]2[C:18](=[O:19])[NH:20][c:21]2[c:22]([CH3:39])[cH:23][c:24]([O:27][CH:28]3[CH2:29][N:30]([C:32]([O:33][C:34]([CH3:35])([CH3:36])[CH3:37])=[O:38])[CH2:31]3)[cH:25][cH:26]2)[n:3][c:4]2[c:5]1[cH:6][cH:7][cH:8][cH:9]2>>[nH:1]1[c:2]([NH:10][C:11](=[O:12])[c:13]2[n:14][cH:15][nH:16][c:17]2[C:18](=[O:19])[NH:20][c:21]2[c:22]([CH3:39])[cH:23][c:24]([O:27][CH:28]3[CH2:29][NH:30][CH2:31]3)[cH:25][cH:26]2)[n:3][c:4]2[c:5]1[cH:6][cH:7][cH:8][cH:9]2. Reactants: ClCC=1N=C(OC1C)C1=CC=CC=C1 (4-(Chloromethyl)-5-methyl-2-phenyl-1,3-oxazole), O (water), OC1=CC=C(CO)C=C1 (parahydroxybenzyl alcohol), C([O-])([O-])=O.[K+].[K+] (potassium carbonate). Solvent: CN(C=O)C (dimethylformamide). Run at temperature 50 celsius, time 3.5 hour. Product: CC1=C(N=C(O1)C1=CC=CC=C1)COC1=CC=C(C=C1)CO ({4-[(5-methyl-2-phenyl-1,3-oxazol-4-yl)methoxy]phenyl}methanol). Yield: 96.3%. As a reaction SMILES: Cl[CH2:2][C:3]1[N:4]=[C:5]([C:9]2[CH:14]=[CH:13][CH:12]=[CH:11][CH:10]=2)[O:6][C:7]=1[CH3:8].[OH:15][C:16]1[CH:23]=[CH:22][C:19]([CH2:20][OH:21])=[CH:18][CH:17]=1.C(=O)([O-])[O-].[K+].[K+].O>CN(C)C=O>[CH3:8][C:7]1[O:6][C:5]([C:9]2[CH:14]=[CH:13][CH:12]=[CH:11][CH:10]=2)=[N:4][C:3]=1[CH2:2][O:15][C:16]1[CH:23]=[CH:22][C:19]([CH2:20][OH:21])=[CH:18][CH:17]=1 |f:2.3.4|. Procedure: 4-(Chloromethyl)-5-methyl-2-phenyl-1,3-oxazole (5.00 g), parahydroxybenzyl alcohol (3.29 g) and potassium carbonate (6.66 g) were suspended in dimethylformamide (25 ml) and the suspension was stirred at 50° C. for 3.5 hr. The reaction mixture was cooled and water (25 ml) was added at not higher than 15° C. The mixture was stirred for about 5 min and at about 5° C. for 1 hr under ice-cooling. The crystals were collected by filtration, washed twice with water (15 ml) and dried under reduced pressu...